describe an organic reaction: reactants, conditions, products, and yield From a dataset of the Open Reaction Database (ORD), a public repository of structured organic reaction records. Starting materials: FC(OC1=CC=C(C=C1)N1C(C2C(C1)CC1(OC1)C2)=O)(F)F (rac-(3aR,5S,6aS)-2-[4-(trifluoromethoxy)phenyl]hexahydro-1H-spiro[cyclopenta[c]pyrrole-5,2′-oxiran]-1-one), NC1=CC=CC=C1 (aniline), C1(=CC=CC=C1)O (PhOH). Run in O (water). Run at temperature 60 celsius, time 24 hour. The product is OC1(CC2C(C(N(C2)C2=CC=C(C=C2)OC(F)(F)F)=O)C1)CNC1=CC=CC=C1 (5-Hydroxy-5-phenylaminomethyl-2-(4-trifluoromethoxy-phenyl)-hexahydro-cyclopenta[c]pyrrol-1-one). The yield is 24.0%. As a reaction SMILES: [F:1][C:2]([F:22])([F:21])[O:3][C:4]1[CH:9]=[CH:8][C:7]([N:10]2[CH2:14][CH:13]3[CH2:15][C:16]4([CH2:19][CH:12]3[C:11]2=[O:20])[CH2:18][O:17]4)=[CH:6][CH:5]=1.[NH2:23][C:24]1[CH:29]=[CH:28][CH:27]=[CH:26][CH:25]=1.C1(O)C=CC=CC=1>O>[OH:17][C:16]1([CH2:18][NH:23][C:24]2[CH:29]=[CH:28][CH:27]=[CH:26][CH:25]=2)[CH2:19][CH:12]2[C:11](=[O:20])[N:10]([C:7]3[CH:6]=[CH:5][C:4]([O:3][C:2]([F:22])([F:21])[F:1])=[CH:9][CH:8]=3)[CH2:14][CH:13]2[CH2:15]1. Procedure: rac-(3aR,5S,6aS)-2-[4-(trifluoromethoxy)phenyl]hexahydro-1H-spiro[cyclopenta[c]pyrrole-5,2′-oxiran]-1-one (80 mg, 0.25 mmol), aniline (5 mL) and PhOH (23 mg, 0.24 mmol) were mixed together, and the mixture was stirred for 24 h at 60° C. The solution was then poured into water (25 mL) and extracted with ether (3×20 mL). The combined ether was washed with sodium hydroxide (10%, 3×10 mL), with water (30 mL) and dried over Na2SO4. The solvent was removed and the residue was purified by prep-TLC (pet... Reactants: C(C1=CC=CC=C1)OC1=C(C=CC=C1)C=CCCO (4-(2-Benzyloxyphenyl)-3-buten-1-ol). The solvent is C(C)O (ethanol). The product is OC1=C(C=CC=C1)CCCCO (4-(2-Hydroxyphenyl)butanol). Reaction SMILES: C([O:8][C:9]1[CH:14]=[CH:13][CH:12]=[CH:11][C:10]=1[CH:15]=[CH:16][CH2:17][CH2:18][OH:19])C1C=CC=CC=1>C(O)C>[OH:8][C:9]1[CH:14]=[CH:13][CH:12]=[CH:11][C:10]=1[CH2:15][CH2:16][CH2:17][CH2:18][OH:19]. Procedure details: 4-(2-Benzyloxyphenyl)-3-buten-1-ol was hydrogenated in ethanol using the same method as in Example 20b. Starting materials: O=C(O)CCCCCCBr, ClCCl, [N-]=[N+]=[N-], [Na+], CN(C)C=O. Product: [N-]=[N+]=NCCCCCCC(=O)O. As a reaction SMILES: [Br:1][CH2:2][CH2:3][CH2:4][CH2:5][CH2:6][CH2:7][C:8](=[O:9])[OH:10].[Cl:20][CH2:21][Cl:22].[N-:16]=[N+:17]=[N-:18].[Na+:19].[O:11]=[CH:12][N:13]([CH3:14])[CH3:15]>>[CH2:2]([CH2:3][CH2:4][CH2:5][CH2:6][CH2:7][C:8](=[O:9])[OH:10])[N:16]=[N+:17]=[N-:18]. Reactants: C1=CC=C2C(=C1)C(=O)C(C2=O)(O)O (ninhydrin), Cl.FC(C1=C(C=CC=C1)NC(NN)=O)(F)F (4-(2-trifluoromethyl phenyl)-semicarbazide hydrochloride). Product: FC(C1=C(C=CC=C1)NC(NN=C1C(C2=CC=CC=C2C1=O)=O)=O)(F)F (2-[4-(2-trifluoromethylphenyl)-semicarbazono]indan-1,3-dione). As a reaction SMILES: [CH:1]1[CH:6]=[C:5]2[C:7]([C:9](O)(O)[C:10](=[O:11])[C:4]2=[CH:3][CH:2]=1)=[O:8].Cl.[F:15][C:16]([F:29])([F:28])[C:17]1[CH:22]=[CH:21][CH:20]=[CH:19][C:18]=1[NH:23][C:24](=[O:27])[NH:25][NH2:26]>>[F:15][C:16]([F:28])([F:29])[C:17]1[CH:22]=[CH:21][CH:20]=[CH:19][C:18]=1[NH:23][C:24](=[O:27])[NH:25][N:26]=[C:9]1[C:10](=[O:11])[C:4]2[C:5](=[CH:6][CH:1]=[CH:2][CH:3]=2)[C:7]1=[O:8] |f:1.2|. Procedure: ninhydrin, 4-(2-trifluoromethyl phenyl)-semicarbazide hydrochloride Reactants: CNc1cc(Nc2cccc(C(F)(F)F)c2)ncn1, O=C=Nc1c(Cl)cccc1Cl, C1COCCO1. Product: CN(C(=O)Nc1c(Cl)cccc1Cl)c1cc(Nc2cccc(C(F)(F)F)c2)ncn1. Reaction SMILES: [CH3:1][NH:2][c:3]1[n:4][cH:5][n:6][c:7]([NH:9][c:10]2[cH:11][c:12]([C:16]([F:17])([F:18])[F:19])[cH:13][cH:14][cH:15]2)[cH:8]1.[Cl:20][c:21]1[c:22]([N:28]=[C:29]=[O:30])[c:23]([Cl:27])[cH:24][cH:25][cH:26]1.[O:31]1[CH2:32][CH2:33][O:34][CH2:35][CH2:36]1>>[CH3:1][N:2]([c:3]1[n:4][cH:5][n:6][c:7]([NH:9][c:10]2[cH:11][c:12]([C:16]([F:17])([F:18])[F:19])[cH:13][cH:14][cH:15]2)[cH:8]1)[C:29]([NH:28][c:22]1[c:21]([Cl:20])[cH:26][cH:25][cH:24][c:23]1[Cl:27])=[O:30].